This data is from the Open Reaction Database (ORD), a public repository of structured organic reaction records. The task is: describe an organic reaction: reactants, conditions, products, and yield The reactants are C[Si](C)(C)[N-][Si](C)(C)C.[K+] (KHMDS), BrC=1C(=NC=C(C(=O)NC2=CC=C(C=C2)OC(F)(F)F)C1)Cl (5-bromo-6-chloro-N-(4-(trifluoromethoxy)phenyl)nicotinamide), C(C(C)C)#N (isobutyronitrile). The solvent is C1CCOC1 (THF), C1CCOC1 (THF). Reaction conditions: temperature -70 celsius, time 1 hour. Product: BrC=1C(=NC=C(C(=O)NC2=CC=C(C=C2)OC(F)(F)F)C1)C(C)(C)C#N (5-bromo-6-(2-cyanopropan-2-yl)-N-(4-(trifluoromethoxy)phenyl)nicotinamide). As a reaction SMILES: C[Si]([N-][Si](C)(C)C)(C)C.[K+].[Br:11][C:12]1[C:13](Cl)=[N:14][CH:15]=[C:16]([CH:31]=1)[C:17]([NH:19][C:20]1[CH:25]=[CH:24][C:23]([O:26][C:27]([F:30])([F:29])[F:28])=[CH:22][CH:21]=1)=[O:18].[C:33](#[N:37])[CH:34]([CH3:36])[CH3:35]>C1COCC1>[Br:11][C:12]1[C:13]([C:34]([C:33]#[N:37])([CH3:36])[CH3:35])=[N:14][CH:15]=[C:16]([CH:31]=1)[C:17]([NH:19][C:20]1[CH:25]=[CH:24][C:23]([O:26][C:27]([F:30])([F:29])[F:28])=[CH:22][CH:21]=1)=[O:18] |f:0.1|. Procedure details: KHMDS 1 M in THF (1.517 mL) was added dropwise to a mixture of 5-bromo-6-chloro-N-(4-(trifluoromethoxy)phenyl)nicotinamide (Stage 44.2, 200 mg, 0.506 mmol) and isobutyronitrile (52 mg, 0.758 mmol) in THF (5 mL) at −78° C. under a nitrogen atmosphere. The RM was stirred at −70° C. for 1 h, and allowed to warm to RT overnight. The RM was quenched with water and extracted with EtOAc. The combined extracts were dried over Na2SO4, filtered and the filtrate was evaporated off under reduced pressure. T...